Dataset: the Open Reaction Database (ORD), a public repository of structured organic reaction records. Task: describe an organic reaction: reactants, conditions, products, and yield Reactants: ClC=1C=C(C=CC1Cl)C1(CCCCC1)C(=O)O (1-(3,4-dichlorophenyl)-cyclohexanecarboxylic acid), C(C)N (ethylamine). Yields the product ClC=1C=C(C=CC1Cl)C1(CCCCC1)C(=O)NCC (1-(3,4-dichlorophenyl)-N-ethylcyclohexane-carboxamide). Isolated yield 28.0%. RXN SMILES: [Cl:1][C:2]1[CH:3]=[C:4]([C:9]2([C:15]([OH:17])=O)[CH2:14][CH2:13][CH2:12][CH2:11][CH2:10]2)[CH:5]=[CH:6][C:7]=1[Cl:8].[CH2:18]([NH2:20])[CH3:19]>>[Cl:1][C:2]1[CH:3]=[C:4]([C:9]2([C:15]([NH:20][CH2:18][CH3:19])=[O:17])[CH2:10][CH2:11][CH2:12][CH2:13][CH2:14]2)[CH:5]=[CH:6][C:7]=1[Cl:8]. Reported procedure: The amide was synthesized from 1-(3,4-dichlorophenyl)-cyclohexanecarboxylic acid (280 mg, 1.03 mmol) and ethylamine using General Procedure G and was isolated in 28% yield as a white solid. HPLC Rt=10.61 min; 1H NMR (400 mHz, CDCl3) 7.44 (d, J=2.2 Hz, 1H), 7.37 (d, J=8.43 Hz, 1H), 7.21 (dd, J=2.2, 8.4 Hz, 1H), 5.4 (bs, 1H), 3.21-3.14 (m, 2H), 2.25-2.20 (m, 2H), 1.86-1.79 (m, 2H), 1.58-1.52 (m, 5H), 1.35-1.32 (m, 1H), 1.00 (at, 3H); 13C NMR (100 mHz, CDCl3) 174.3, 144.8, 132.8, 130.9, 130.7, 128.... Starting materials: COC(=O)C1CC(Br)CN1C(=O)OC(C)(C)C, CN(C)C=O, [N-]=[N+]=[N-], [Na+], O. Yields the product COC(=O)C1CC(N=[N+]=[N-])CN1C(=O)OC(C)(C)C. As a reaction SMILES: [Br:5][CH:6]1[CH2:7][CH:8]([C:18](=[O:19])[O:20][CH3:21])[N:9]([C:11](=[O:12])[O:13][C:14]([CH3:15])([CH3:16])[CH3:17])[CH2:10]1.[CH3:23][N:24]([CH3:25])[CH:26]=[O:27].[N-:2]=[N+:3]=[N-:4].[Na+:1].[OH2:22]>>[N:2](=[N+:3]=[N-:4])[CH:6]1[CH2:7][CH:8]([C:18](=[O:19])[O:20][CH3:21])[N:9]([C:11](=[O:12])[O:13][C:14]([CH3:15])([CH3:16])[CH3:17])[CH2:10]1. Reactants: Nc1ccc(S(=O)(=O)c2cc(Br)nc(Br)c2)cc1, CN(C)CCCN, C1COCCO1. Product: CN(C)CCCNc1cc(S(=O)(=O)c2ccc(N)cc2)cc(Br)n1. Reaction SMILES: [Br:1][c:2]1[n:3][c:4]([Br:18])[cH:5][c:6]([S:8](=[O:9])(=[O:10])[c:11]2[cH:12][cH:13][c:14]([NH2:17])[cH:15][cH:16]2)[cH:7]1.[CH3:19][N:20]([CH2:21][CH2:22][CH2:23][NH2:24])[CH3:25].[O:26]1[CH2:27][CH2:28][O:29][CH2:30][CH2:31]1>>[c:2]1([NH:24][CH2:23][CH2:22][CH2:21][N:20]([CH3:19])[CH3:25])[n:3][c:4]([Br:18])[cH:5][c:6]([S:8](=[O:9])(=[O:10])[c:11]2[cH:12][cH:13][c:14]([NH2:17])[cH:15][cH:16]2)[cH:7]1.